From a dataset of the Open Reaction Database (ORD), a public repository of structured organic reaction records. describe an organic reaction: reactants, conditions, products, and yield Starting materials: N([C@@H](CC1=CC=CC=C1)C(=O)N[C@@H](C(C)C)C(=O)N([C@@H](CC1=CC(=C(C=C1)O)C(C)(C)C)C(=O)N)C)C(=O)OCC1=CC=CC=C1 (Z-Phe-Val-N-Me-Tyr(3-tBu)-NH2), [H][H] (hydrogen). The reagents and catalysts are [C].[Pd] (palladium carbon). Solvent: CO (methanol). Product: N[C@@H](CC1=CC=CC=C1)C(=O)N[C@@H](C(C)C)C(=O)N([C@@H](CC1=CC(=C(C=C1)O)C(C)(C)C)C(=O)N)C (Phe-Val-N-Me-Tyr(3-tBu)-NH2). Reaction SMILES: [NH:1](C(OCC1C=CC=CC=1)=O)[C@H:2]([C:10]([NH:12][C@H:13]([C:17]([N:19]([CH3:36])[C@H:20]([C:33]([NH2:35])=[O:34])[CH2:21][C:22]1[CH:27]=[CH:26][C:25]([OH:28])=[C:24]([C:29]([CH3:32])([CH3:31])[CH3:30])[CH:23]=1)=[O:18])[CH:14]([CH3:16])[CH3:15])=[O:11])[CH2:3][C:4]1[CH:9]=[CH:8][CH:7]=[CH:6][CH:5]=1.[H][H]>CO.[C].[Pd]>[NH2:1][C@H:2]([C:10]([NH:12][C@H:13]([C:17]([N:19]([CH3:36])[C@H:20]([C:33]([NH2:35])=[O:34])[CH2:21][C:22]1[CH:27]=[CH:26][C:25]([OH:28])=[C:24]([C:29]([CH3:30])([CH3:32])[CH3:31])[CH:23]=1)=[O:18])[CH:14]([CH3:16])[CH3:15])=[O:11])[CH2:3][C:4]1[CH:5]=[CH:6][CH:7]=[CH:8][CH:9]=1 |f:3.4|. Procedure details: To a solution of 183 mg (0.290 mmol) of Z-Phe-Val-N-Me-Tyr(3-tBu)-NH2 in 3 ml of methanol, 100 mg of 10% palladium carbon was added and the mixture was stirred in a hydrogen atmosphere at room temperature for 5 hours. After filtering, the filtrate was concentrated under reduced pressure and the resulting residue was subjected to silica gel column chromatography (eluting solvent; ethyl acetate:methanol=10:1) to yield Phe-Val-N-Me-Tyr(3-tBu)-NH2 in the amount of 108 mg (75%). NMR(method g,CDCl3): ... The reactants are COC(=O)C(N)C(C)C, Cl, CC(NC(=O)Cc1cc(F)cc(F)c1)C(=O)O. The product is COC(=O)C(NC(=O)C(C)NC(=O)Cc1cc(F)cc(F)c1)C(C)C. Reaction SMILES: [CH3:19][O:20][C:21]([CH:22]([NH2:23])[CH:24]([CH3:25])[CH3:26])=[O:27].[ClH:18].[F:1][c:2]1[cH:3][c:4]([CH2:9][C:10](=[O:11])[NH:12][CH:13]([CH3:14])[C:15](=[O:16])[OH:17])[cH:5][c:6]([F:8])[cH:7]1>>[F:1][c:2]1[cH:3][c:4]([CH2:9][C:10](=[O:11])[NH:12][CH:13]([CH3:14])[C:15](=[O:17])[NH:23][CH:22]([C:21]([O:20][CH3:19])=[O:27])[CH:24]([CH3:25])[CH3:26])[cH:5][c:6]([F:8])[cH:7]1. Starting materials: N1=C(C=CC=C1C)C (2,6-lutidine), ClC(=O)OCCCC (n-butyl chloroformate), NC=1C=C(CN2C=CC3=CC(=CC=C23)C(=O)NS(=O)(=O)C2=C(C=CC=C2)C)C=CC1 (N-[1-(3-aminobenzyl)indol-5-ylcarbonyl]-2-methylbenzene sulphonamide). Solvent: ClCCl (dichloromethane), ClCCl (dichloromethane). Conditions: time 3 hour. Product: C(CCC)OC(=O)NC=1C=C(CN2C=CC3=CC(=CC=C23)C(=O)NS(=O)(=O)C2=C(C=CC=C2)C)C=CC1 (N-{1-[3-(n-butoxycarbonylamino)benzyl] indol-5-ylcarbonyl}-2-methylbenzene sulphonamide). As a reaction SMILES: [NH2:1][C:2]1[CH:3]=[C:4]([CH:28]=[CH:29][CH:30]=1)[CH2:5][N:6]1[C:14]2[C:9](=[CH:10][C:11]([C:15]([NH:17][S:18]([C:21]3[CH:26]=[CH:25][CH:24]=[CH:23][C:22]=3[CH3:27])(=[O:20])=[O:19])=[O:16])=[CH:12][CH:13]=2)[CH:8]=[CH:7]1.N1C(C)=CC=CC=1C.Cl[C:40]([O:42][CH2:43][CH2:44][CH2:45][CH3:46])=[O:41]>ClCCl>[CH2:43]([O:42][C:40]([NH:1][C:2]1[CH:3]=[C:4]([CH:28]=[CH:29][CH:30]=1)[CH2:5][N:6]1[C:14]2[C:9](=[CH:10][C:11]([C:15]([NH:17][S:18]([C:21]3[CH:26]=[CH:25][CH:24]=[CH:23][C:22]=3[CH3:27])(=[O:20])=[O:19])=[O:16])=[CH:12][CH:13]=2)[CH:8]=[CH:7]1)=[O:41])[CH2:44][CH2:45][CH3:46]. Procedure details: The amine (Example 4) (0.17 g) was dissolved in dichloromethane (5 ml) and 2,6-lutidine (50 μl) and stirred as n-butyl chloroformate (55 μl) was added over 2 minutes. The reaction mixture was stirred for 3 hours, diluted with dichloromethane and washed with 0.5N hydrochloric acid, then water. The organic extract was dried over anhydrous magnesium sulphate, filtered and evaporated in vacuo. Purification by flash chromatography on silica, eluting with 0-5% ethyl acetate in dichloromethane, yielded... Starting materials: Cc1ccc(NC(=O)c2ccc(O)c([N+](=O)[O-])c2)cc1C, CCO. Product: Cc1ccc(NC(=O)c2ccc(O)c(N)c2)cc1C. Reaction SMILES: [CH3:1][c:2]1[cH:3][c:4]([NH:9][C:10]([c:11]2[cH:12][c:13]([N+:18]([O-:19])=[O:20])[c:14]([OH:17])[cH:15][cH:16]2)=[O:21])[cH:5][cH:6][c:7]1[CH3:8].[CH3:22][CH2:23][OH:24]>>[CH3:1][c:2]1[cH:3][c:4]([NH:9][C:10]([c:11]2[cH:12][c:13]([NH2:18])[c:14]([OH:17])[cH:15][cH:16]2)=[O:21])[cH:5][cH:6][c:7]1[CH3:8]. Reactants: Cl.C(#N)C1=CC=C(C=C1)NN (4-Cyanophenyl hydrazine hydrochloride), C(C1=CC=CC=C1)(=O)OC1CCC(CC1)=O (4-benzoyloxycyclohexanone). The solvent is C(C)(=O)O (acetic acid). Product: C(C1=CC=CC=C1)(=O)OC1CCC=2NC3=CC=C(C=C3C2C1)C#N (3-benzoyloxy-6-cyano-1,2,3,4-tetrahydrocarbazole). Yield: 47.9%. RXN SMILES: Cl.[C:2]([C:4]1[CH:9]=[CH:8][C:7]([NH:10]N)=[CH:6][CH:5]=1)#[N:3].[C:12]([O:20][CH:21]1[CH2:26][CH2:25][C:24](=O)[CH2:23][CH2:22]1)(=[O:19])[C:13]1[CH:18]=[CH:17][CH:16]=[CH:15][CH:14]=1>C(O)(=O)C>[C:12]([O:20][CH:21]1[CH2:22][C:23]2[C:8]3[C:7](=[CH:6][CH:5]=[C:4]([C:2]#[N:3])[CH:9]=3)[NH:10][C:24]=2[CH2:25][CH2:26]1)(=[O:19])[C:13]1[CH:18]=[CH:17][CH:16]=[CH:15][CH:14]=1 |f:0.1|. Procedure: 4-Cyanophenyl hydrazine hydrochloride (20.2 g) and 4-benzoyloxycyclohexanone (25.9 g) were dissolved in glacial acetic acid (400 ml) and the mixture was heated under reflux for 1.5 hr. After allowing to cool, the mixture was filtered, and the filtrate was evaporated to dryness, and neutralized with aqueous sodium bicarbonate solution to give a solid precipitate, which was purified by chromatography (SiO2 ; hexane/ethyl acetate) to give 3-benzoyloxy-6-cyano-1,2,3,4-tetrahydrocarbazole (18 g). Thi... Reactants: C(CCC)C=1C=NC(=NC1)C1=CC=C(C=C1)N=C=O (p-(5-butyl-2-pyrimidinyl)phenyl isocyanate), C([O-])([O-])=O.[Na+].[Na+] (sodium carbonate). Run in Cl (hydrochloric acid). Conditions: temperature 60 celsius. Yields the product C(CCC)C=1C=NC(=NC1)C1=CC=C(N)C=C1 (p-(5-butyl-2 pyrimidinyl)aniline). As a reaction SMILES: [CH2:1]([C:5]1[CH:6]=[N:7][C:8]([C:11]2[CH:16]=[CH:15][C:14]([N:17]=C=O)=[CH:13][CH:12]=2)=[N:9][CH:10]=1)[CH2:2][CH2:3][CH3:4].C(=O)([O-])[O-].[Na+].[Na+]>Cl>[CH2:1]([C:5]1[CH:10]=[N:9][C:8]([C:11]2[CH:12]=[CH:13][C:14]([NH2:17])=[CH:15][CH:16]=2)=[N:7][CH:6]=1)[CH2:2][CH2:3][CH3:4] |f:1.2.3|. Reported procedure: 8.11 g of crude p-(5-butyl-2-pyrimidinyl)phenyl isocyanate were introduced in small portions into 40 ml of 8 N hydrochloric acid heated to 60° C., whereby strong foaming took place. After completion of the addition the mixture was heated to slight boiling for 4 hours and then poured on to ice and an excess of solid sodium carbonate. The aqueous phase was extracted once with 300 ml of diethyl ether and twice with 100 ml of diethyl ether each time. The combined extracts were filtered. The filtrate... Starting materials: COC1=C(C(=O)N[C@@H]2[C@H](CCC2)NC2=NC=C(N=C2)C(F)(F)F)C=C(C=C1)C (2-Methoxy-5-methyl-N-[(1S,2S)-2-{[5-(trifluoromethyl)pyrazin-2-yl]amino}cyclopentyl]benzamide), ClC=1C=CC(=C(C(=O)O)C1)N1N=CC=C1 (5-chloro-2-(1H-pyrazol-1-yl)benzoic acid), Cl.FC(C=1N=CC(=NC1)N[C@@H]1[C@H](CCC1)N)(F)F ((1S,2S)-1-N-[5-(trifluoromethyl)pyrazin-2-yl]cyclopentane-1,2-diamine hydrochloride), Cl.FC(C=1N=CC(=NC1)N[C@@H]1[C@H](CCC1)N)(F)F ((1S,2S)-1-N-[5-(trifluoromethyl)pyrazin-2-yl]cyclopentane-1,2-diamine hydrochloride). Procedure: Prepared according to the procedure for 2-methoxy-5-methyl-N-[(1S,2S)-2-{[5-(trifluoromethyl)pyrazin-2-yl]amino}cyclopentyl]benzamide (Example 37) from (1S,2S)-1-N-[5-(trifluoromethyl)pyrazin-2-yl]cyclopentane-1,2-diamine hydrochloride (Intermediate 14; 75 mg, 0.27 mmol) and 5-chloro-2-(1H-pyrazol-1-yl)benzoic acid (CAS number 1214622-57-7; 120 mg, 0.54 mmol) except this was purified by column chromatography (silica, 0-100% ethyl acetate/petrol) to afford the title compound. As a reaction SMILES: COC1C=CC(C)=CC=1C(N[C@H]1CCC[C@@H]1NC1C=NC(C(F)(F)F)=CN=1)=O.Cl.[F:30][C:31]([F:46])([F:45])[C:32]1[N:33]=[CH:34][C:35]([NH:38][C@H:39]2[CH2:43][CH2:42][CH2:41][C@@H:40]2[NH2:44])=[N:36][CH:37]=1.[Cl:47][C:48]1[CH:49]=[CH:50][C:51]([N:57]2[CH:61]=[CH:60][CH:59]=[N:58]2)=[C:52]([CH:56]=1)[C:53](O)=[O:54]>>[Cl:47][C:48]1[CH:49]=[CH:50][C:51]([N:57]2[CH:61]=[CH:60][CH:59]=[N:58]2)=[C:52]([CH:56]=1)[C:53]([NH:44][C@H:40]1[CH2:41][CH2:42][CH2:43][C@@H:39]1[NH:38][C:35]1[CH:34]=[N:33][C:32]([C:31]([F:30])([F:45])[F:46])=[CH:37][N:36]=1)=[O:54] |f:1.2|. Product: ClC=1C=CC(=C(C(=O)N[C@@H]2[C@H](CCC2)NC2=NC=C(N=C2)C(F)(F)F)C1)N1N=CC=C1 (5-Chloro-2-(1H-pyrazol-1-yl)-N-[(1S,2S)-2-{[5-(trifluoromethyl)pyrazin-2-yl]amino}cyclopentyl]benzamide). Product: [Li+].COC(CC(=O)[O-])OC (3,3-Dimethoxypropanoic acid lithium salt). The yield is 98.7%. Procedure: (Related to methods described in Alabaster, C. T. et. al., J. Med. Chem. 1988, 31, 2048–2056.) 3,3-Dimethoxypropanoic acid methyl ester (14.25 g, 96.2 mmol) in THF (100 mL) was treated with LiOH.H2O (2.5 g, 106 mmol) and H2O (2 mL). The mixture was brought to reflux for 4 hours, cooled to room temperature and azeotropically dried from THF (4 times) to provide white solids (13.3 g). As a reaction SMILES: C[O:2][C:3](=[O:10])[CH2:4][CH:5]([O:8][CH3:9])[O:6][CH3:7].O[Li:12].O.O>C1COCC1>[Li+:12].[CH3:7][O:6][CH:5]([O:8][CH3:9])[CH2:4][C:3]([O-:10])=[O:2] |f:1.2,5.6|. Starting materials: COC(CC(OC)OC)=O (3,3-Dimethoxypropanoic acid methyl ester), O[Li].O (LiOH.H2O), O (H2O). Solvent: C1CCOC1 (THF).